describe an organic reaction: reactants, conditions, products, and yield From a dataset of the Open Reaction Database (ORD), a public repository of structured organic reaction records. Reactants: C(C)(C)OC=1C=C(C=CC1OC)C(CC)O (1-(3-Isopropoxy-4-methoxyphenyl)propanol). The reagents and catalysts are O=[Mn]=O (MnO2). The solvent is C(Cl)(Cl)Cl (CHCl3). The product is C(C)(C)OC=1C=C(C=CC1OC)C(CC)=O (3′-Isopropoxy-4′-methoxypropiophenone). The yield is 94.0%. As a reaction SMILES: [CH:1]([O:4][C:5]1[CH:6]=[C:7]([CH:13]([OH:16])[CH2:14][CH3:15])[CH:8]=[CH:9][C:10]=1[O:11][CH3:12])([CH3:3])[CH3:2]>C(Cl)(Cl)Cl.O=[Mn]=O>[CH:1]([O:4][C:5]1[CH:6]=[C:7]([C:13](=[O:16])[CH2:14][CH3:15])[CH:8]=[CH:9][C:10]=1[O:11][CH3:12])([CH3:3])[CH3:2]. Procedure: A magnetically stirred solution of alcohol 4 (500 mg, 2.23 mmol) in CHCl3 (15 mL) was treated with activated MnO2 (1.94 g, 22.3 mmol) and the resulting mixture heated at reflux under a nitrogen atmosphere for 17 h. The cooled reaction mixture was filtered through a pad of Celite™ that was then washed with CHCl3 (1×15 mL). The combined filtrates were concentrated under reduced pressure to afford the title compound 10 (466 mg, 94%) as a white solid, m.p. 58.1-58.7° C. Starting materials: ClCC#N (2-chloroacetonitrile), Br.Br.Br.N1CCC(CC1)NC1=NC2=C(N1CC=1C=NC=CC1)C=CC=C2 (N-(4-piperidinyl)-1-(3-pyridinylmethyl)-1H-benzimidazol-2-amine trihydrobromide), C([O-])([O-])=O.[Na+].[Na+] (sodium carbonate). Run in CN(C=O)C (N,N-dimethylformamide). Conditions: temperature 50 celsius. The product is O.N1=CC(=CC=C1)CN1C(=NC2=C1C=CC=C2)NC2CCN(CC2)CC#N.N2=CC(=CC=C2)CN2C(=NC1=C2C=CC=C1)NC1CCN(CC1)CC#N (4-[[1-(3-pyridinylmethyl)-1H-benzimidazol-2-yl]amino]-1-piperidineacetonitrile hemihydrate). Yield: 50.0%. As a reaction SMILES: Cl[CH2:2][C:3]#[N:4].Br.Br.Br.[NH:8]1[CH2:13][CH2:12][CH:11]([NH:14][C:15]2[N:19]([CH2:20][C:21]3[CH:22]=[N:23][CH:24]=[CH:25][CH:26]=3)[C:18]3[CH:27]=[CH:28][CH:29]=[CH:30][C:17]=3[N:16]=2)[CH2:10][CH2:9]1.C(=O)([O-])[O-:32].[Na+].[Na+]>CN(C)C=O>[OH2:32].[N:23]1[CH:24]=[CH:25][CH:26]=[C:21]([CH2:20][N:19]2[C:18]3[CH:27]=[CH:28][CH:29]=[CH:30][C:17]=3[N:16]=[C:15]2[NH:14][CH:11]2[CH2:10][CH2:9][N:8]([CH2:2][C:3]#[N:4])[CH2:13][CH2:12]2)[CH:22]=1.[N:23]1[CH:24]=[CH:25][CH:26]=[C:21]([CH2:20][N:19]2[C:18]3[CH:27]=[CH:28][CH:29]=[CH:30][C:17]=3[N:16]=[C:15]2[NH:14][CH:11]2[CH2:10][CH2:9][N:8]([CH2:2][C:3]#[N:4])[CH2:13][CH2:12]2)[CH:22]=1 |f:1.2.3.4,5.6.7,9.10.11|. Procedure details: A mixture of 2.7 parts of 2-chloroacetonitrile, 19.5 parts of N-(4-piperidinyl)-1-(3-pyridinylmethyl)-1H-benzimidazol-2-amine trihydrobromide, 13 parts of sodium carbonate and 135 parts of N,N-dimethylformamide was stirred and heated for 3 hours at 50° C. The reaction mixture was poured onto water and extracted with dichloromethane. The extract was dried, filtered and evaporated. The residue was crystallized from acetonitrile, yielding 6 parts (50%) of 4-[[1-(3-pyridinylmethyl)-1H-benzimidazol-2... Starting materials: COC(=O)C=1N(N=C(C1)OCC=1C(=NOC1C(C(C1=CC=CC=C1)O)O)CCCC)C (5-[3-butyl-5-(1,2-dihydroxy-2-phenyl-ethyl)-isoxazol-4-ylmethoxy]-2-methyl-2H-pyrazole-3-carboxylic acid methyl ester), C(C)(=O)[O-].C(C)(=O)[O-].C(C)(=O)[O-].C(C)(=O)[O-].[Pb+4] (lead tetraacetate), C(C)(=O)[O-].C(C)(=O)[O-].C(C)(=O)[O-].C(C)(=O)[O-].[Pb+4] (lead tetraacetate). Solvent: C1=CC=CC=C1 (benzene), C1=CC=CC=C1 (benzene), C1=CC=CC=C1 (benzene). Reaction conditions: time 1 hour. The product is COC(=O)C=1N(N=C(C1)OCC=1C(=NOC1C=O)CCCC)C (5-(3-butyl-5-formyl-isoxazol-4-ylmethoxy)-2-methyl-2H-pyrazole-3-carboxylic acid methyl ester). Isolated yield 99.7%. As a reaction SMILES: [CH3:1][O:2][C:3]([C:5]1[N:6]([CH3:31])[N:7]=[C:8]([O:10][CH2:11][C:12]2[C:13]([CH2:27][CH2:28][CH2:29][CH3:30])=[N:14][O:15][C:16]=2[CH:17]([OH:26])C(O)C2C=CC=CC=2)[CH:9]=1)=[O:4].C([O-])(=O)C.C([O-])(=O)C.C([O-])(=O)C.C([O-])(=O)C.[Pb+4]>C1C=CC=CC=1>[CH3:1][O:2][C:3]([C:5]1[N:6]([CH3:31])[N:7]=[C:8]([O:10][CH2:11][C:12]2[C:13]([CH2:27][CH2:28][CH2:29][CH3:30])=[N:14][O:15][C:16]=2[CH:17]=[O:26])[CH:9]=1)=[O:4] |f:1.2.3.4.5|. Procedure details: To a solution of 5-[3-butyl-5-(1,2-dihydroxy-2-phenyl-ethyl)-isoxazol-4-ylmethoxy]-2-methyl-2H-pyrazole-3-carboxylic acid methyl ester (440 mg, 1.03 mmol) in benzene (2 mL) was added lead tetraacetate (545 mg, 1.23 mmol) with benzene (2 mL) and the reaction was stirred at room temperature for 1 h and then lead tetraacetate (136 mg, 0.3 mmol) and benzene (1.5 mL) added. After 30 min, the suspension was filtered over Celite® and the filtrate was concentrated to give crude 5-(3-butyl-5-formyl-isoxa... The reactants are CS(=O)(=O)CC(=O)O, CNCC(C)Oc1cccc2ncnc(Nc3ccc(OCc4ccccn4)c(Cl)c3)c12. Yields the product CC(CN(C)C(=O)CS(C)(=O)=O)Oc1cccc2ncnc(Nc3ccc(OCc4ccccn4)c(Cl)c3)c12. As a reaction SMILES: [CH3:1][S:2](=[O:3])(=[O:4])[CH2:5][C:6](=[O:7])[OH:8].[Cl:9][c:10]1[cH:11][c:12]([NH:24][c:25]2[n:26][cH:27][n:28][c:29]3[cH:30][cH:31][cH:32][c:33]([O:35][CH:36]([CH2:37][NH:38][CH3:39])[CH3:40])[c:34]23)[cH:13][cH:14][c:15]1[O:16][CH2:17][c:18]1[n:19][cH:20][cH:21][cH:22][cH:23]1>>[CH3:1][S:2](=[O:3])(=[O:4])[CH2:5][C:6](=[O:8])[N:38]([CH2:37][CH:36]([O:35][c:33]1[cH:32][cH:31][cH:30][c:29]2[n:28][cH:27][n:26][c:25]([NH:24][c:12]3[cH:11][c:10]([Cl:9])[c:15]([O:16][CH2:17][c:18]4[n:19][cH:20][cH:21][cH:22][cH:23]4)[cH:14][cH:13]3)[c:34]21)[CH3:40])[CH3:39]. Starting materials: BrCCCCCCCCCO (9-Bromo-1-nonanol), [N+](=O)(O)[O-] (nitric acid). Reaction conditions: temperature 0 celsius, time 30 minute. Product: BrCCCCCCCCC(=O)O (9-Bromo-nonanoic acid). Yield: 94.0%. Reaction SMILES: [Br:1][CH2:2][CH2:3][CH2:4][CH2:5][CH2:6][CH2:7][CH2:8][CH2:9][CH2:10][OH:11].[N+]([O-])(O)=[O:13]>>[Br:1][CH2:2][CH2:3][CH2:4][CH2:5][CH2:6][CH2:7][CH2:8][CH2:9][C:10]([OH:13])=[O:11]. Reported procedure: 9-Bromo-1-nonanol (4 g, 18 mmol) was placed in a flask, cooled on an ice bath, and concentrated nitric acid (40 mL) was slowly added. The solution was stirred at 0° C. for 30 minutes then allowed to warm to room temperature and stirring continued overnight. The solution was poured onto ice and extracted with DCM (3×150 mL). The combined extracts were washed with water (3×150 mL) and the solvent then removed in vacuo to give an oil 3.82 g (94%); Reactants: [N+](=O)([O-])C1=C(C=CC=C1)C1=C2CCC(C2=CC=C1)=O (4-(2-Nitrophenyl)indan-1-one), P(OCC)(OCC)OCC (P(OEt)3), C1=CC=CC=2C3=CC=CC=C3NC12 (carbazole). Run in CCOCC (ether). Reaction conditions: temperature 90 celsius, time 3 day. Yields the product C1CC(C=2C=CC=3NC=4C=CC=CC4C3C21)=O (1,6-Dihydrocyclopenta[c]carbazol-3(2H)-one). Isolated yield 61.8%. Reaction SMILES: [N+:1]([C:4]1[CH:9]=[CH:8][CH:7]=[CH:6][C:5]=1[C:10]1[CH:18]=[CH:17][CH:16]=[C:15]2[C:11]=1[CH2:12][CH2:13][C:14]2=[O:19])([O-])=O.P(OCC)(OCC)OCC.C1C2NC3C(=CC=CC=3)C=2C=CC=1>CCOCC>[CH2:12]1[C:11]2[C:10]3[C:5]4[CH:6]=[CH:7][CH:8]=[CH:9][C:4]=4[NH:1][C:18]=3[CH:17]=[CH:16][C:15]=2[C:14](=[O:19])[CH2:13]1. Procedure: Compound 45 (5.0 g) was divided into five portions (1.0 g each). P(OEt)3 (per 7 mL) was added to each portion. The resulting product was subjected to argon blow in a flask, heated to 90° C., kept at this temperature for 3 days, then cooled. The carbazole precipitate was diluted with ether. The precipitate was filtered and washed with ether. If the initial biphenyl was present in the filtrate (TLC monitoring, eluent: hexane-ethyl acetate, 1:1), this filtrate was evaporated, then P(OEt)3 was added... Starting materials: Cl.C(C1=CC=CC=C1)(C1=CC=CC=C1)N1CC(C1)(C)OC(C)C (1-benzhydryl-3-isopropoxy-3-methylazetidine hydrochloride). Run at time 12 hour. Solvent: C(C)O (ethanol). Procedure: To a slurry of 1-benzhydryl-3-isopropoxy-3-methylazetidine hydrochloride (1.23 g, 3.71 mmol) in ethanol (30 ml) was added 10% Palladium hydroxide on carbon (200 mg) and the mixture degassed three times with nitrogen and three times with hydrogen. The mixture was then stirred under a hydrogen atmosphere at room temperature for a 12 h. The reaction was degassed with nitrogen and filtered through celite and concentrated. The compound was used crude in subsequent chemistry. Yields the product Cl.C(C)(C)OC1(CNC1)C (3-isopropoxy-3-methylazetidine hydrochloride). Reagents/catalysts: [OH-].[OH-].[Pd+2] (Palladium hydroxide on carbon). As a reaction SMILES: [ClH:1].C([N:15]1[CH2:18][C:17]([O:20][CH:21]([CH3:23])[CH3:22])([CH3:19])[CH2:16]1)(C1C=CC=CC=1)C1C=CC=CC=1>C(O)C.[OH-].[OH-].[Pd+2]>[ClH:1].[CH:21]([O:20][C:17]1([CH3:19])[CH2:18][NH:15][CH2:16]1)([CH3:23])[CH3:22] |f:0.1,3.4.5,6.7|. The reactants are [Si](C)(C)(C(C)(C)C)OC1CN(CC1)C1=C2C=CN(C2=CC=C1)C1=NC(=NC=C1)NC1CCC(CC1)NS(=O)(=O)C (N-[4-(4-{4-[3-(t-butyl-dimethylsilanyloxy)-pyrrolidin-1-yl]-indol-1-yl}-pyrimidin-2-ylamino)-cyclohexyl]-methanesulfonamide), CCCC[N+](CCCC)(CCCC)CCCC.[F-] (TBAF). The solvent is C1CCOC1 (THF). Conditions: time 1.5 hour. The product is OC1CN(CC1)C1=C2C=CN(C2=CC=C1)C1=NC(=NC=C1)NC1CCC(CC1)NS(=O)(=O)C (N-[4-(4-{4-[3-(hydroxy)-pyrrolidin-1-yl]-indol-1-yl}-pyrimidin-2-yl-amino)-cyclohexyl]-methanesulfonamide). Yield: 21.3%. Reaction SMILES: [Si]([O:8][CH:9]1[CH2:13][CH2:12][N:11]([C:14]2[CH:22]=[CH:21][CH:20]=[C:19]3[C:15]=2[CH:16]=[CH:17][N:18]3[C:23]2[CH:28]=[CH:27][N:26]=[C:25]([NH:29][CH:30]3[CH2:35][CH2:34][CH:33]([NH:36][S:37]([CH3:40])(=[O:39])=[O:38])[CH2:32][CH2:31]3)[N:24]=2)[CH2:10]1)(C(C)(C)C)(C)C.CCCC[N+](CCCC)(CCCC)CCCC.[F-]>C1COCC1>[OH:8][CH:9]1[CH2:13][CH2:12][N:11]([C:14]2[CH:22]=[CH:21][CH:20]=[C:19]3[C:15]=2[CH:16]=[CH:17][N:18]3[C:23]2[CH:28]=[CH:27][N:26]=[C:25]([NH:29][CH:30]3[CH2:31][CH2:32][CH:33]([NH:36][S:37]([CH3:40])(=[O:38])=[O:39])[CH2:34][CH2:35]3)[N:24]=2)[CH2:10]1 |f:1.2|. Procedure: N-[4-(4-{4-[3-(t-butyl-dimethylsilanyloxy)-pyrrolidin-1-yl]-indol-1-yl}-pyrimidin-2-ylamino)-cyclohexyl]-methanesulfonamide (0.35 mmol) was mixed with TBAF (10 eq, 3.5 mL) in anhydrous THF (15 mL) and allowed to stir for 1.5 h at RT, and then heated to 68° C. The reaction mixture was washed with NH4Cl/H2O, extracted into EtOAc (6×15 mL), and further washed with H2O (6×30 mL). The product was isolated via chromatography (prep. TLC in NH4OH/MeOH/DCM) as N-[4-(4-{4-[3-(hydroxy)-pyrrolidin-1-yl]-ind... The reactants are C1COCCO1, CC1(C)C2CCC1(C)C(N)C2, O=C(c1cnc(Cl)nc1C(F)(F)F)N1CCOCC1, O. Product: CC1(C)C2CCC1(C)C(Nc1ncc(C(=O)N3CCOCC3)c(C(F)(F)F)n1)C2. As a reaction SMILES: [CH2:31]1[O:32][CH2:33][CH2:34][O:35][CH2:36]1.[CH3:20][C:21]12[CH:22]([NH2:30])[CH2:23][CH:24]([CH2:25][CH2:26]1)[C:27]2([CH3:28])[CH3:29].[Cl:1][c:2]1[n:3][cH:4][c:5]([C:12](=[O:13])[N:14]2[CH2:15][CH2:16][O:17][CH2:18][CH2:19]2)[c:6]([C:8]([F:9])([F:10])[F:11])[n:7]1.[OH2:37]>>[c:2]1([NH:30][CH:22]2[C:21]3([CH3:20])[CH2:26][CH2:25][CH:24]([CH2:23]2)[C:27]3([CH3:28])[CH3:29])[n:3][cH:4][c:5]([C:12](=[O:13])[N:14]2[CH2:15][CH2:16][O:17][CH2:18][CH2:19]2)[c:6]([C:8]([F:9])([F:10])[F:11])[n:7]1.